describe an organic reaction: reactants, conditions, products, and yield From a dataset of the Open Reaction Database (ORD), a public repository of structured organic reaction records. Reactants: CCOCC, CN(C)C=O, O=S(=O)=O, c1ccncc1, CON=C(C(=O)NC1CNC1=O)c1cccs1. Yields the product c1cc[nH+]cc1, CON=C(C(=O)NC1CN(S(=O)(=O)[O-])C1=O)c1cccs1. Reaction SMILES: [CH3:28][CH2:29][O:30][CH2:31][CH3:32].[O:33]=[CH:34][N:35]([CH3:36])[CH3:37].[S:18](=[O:19])(=[O:20])=[O:21].[n:22]1[cH:23][cH:24][cH:25][cH:26][cH:27]1.[s:1]1[c:2]([C:6]([C:7](=[O:8])[NH:9][CH:10]2[C:11](=[O:14])[NH:12][CH2:13]2)=[N:15][O:16][CH3:17])[cH:3][cH:4][cH:5]1>>[nH+:22]1[cH:23][cH:24][cH:25][cH:26][cH:27]1.[s:1]1[c:2]([C:6]([C:7](=[O:8])[NH:9][CH:10]2[C:11](=[O:14])[N:12]([S:18](=[O:19])(=[O:20])[O-:21])[CH2:13]2)=[N:15][O:16][CH3:17])[cH:3][cH:4][cH:5]1.